Dataset: the Open Reaction Database (ORD), a public repository of structured organic reaction records. Task: describe an organic reaction: reactants, conditions, products, and yield The reactants are Cl (HCl), COC(=O)C=1OC(=CC1)\C=C\C=1C=CC(C2=C3C(=NC21)CCCC3)CCCCCCCC ((E)-5-[2-(1,2,3,4-tetrahydro-9-octyl-9H-dibenzo[b,d]pyrrole-6-yl)ethenyl]-2-furancarboxylic acid methyl ester), [OH-].[K+] (potassium hydroxide). The solvent is O (water), CO (methanol), O (water). Yields the product C(CCCCCCC)C1C=CC(=C2C1=C1C(=N2)CCCC1)/C=C/C1=CC=C(O1)C(=O)O ((E)-5-[2-(1,2,3,4-tetrahydro-9-octyl-9H-dibenzo[b,d]pyrrol-6-yl)ethenyl]-2-furancarboxylic acid). The yield is 63.6%. RXN SMILES: C[O:2][C:3]([C:5]1[O:6][C:7](/[CH:10]=[CH:11]/[C:12]2[CH:13]=[CH:14][CH:15]([CH2:25][CH2:26][CH2:27][CH2:28][CH2:29][CH2:30][CH2:31][CH3:32])[C:16]3[C:20]=2[N:19]=[C:18]2[CH2:21][CH2:22][CH2:23][CH2:24][C:17]=32)=[CH:8][CH:9]=1)=[O:4].[OH-].[K+].Cl>CO.O>[CH2:25]([CH:15]1[C:16]2=[C:17]3[CH2:24][CH2:23][CH2:22][CH2:21][C:18]3=[N:19][C:20]2=[C:12](/[CH:11]=[CH:10]/[C:7]2[O:6][C:5]([C:3]([OH:4])=[O:2])=[CH:9][CH:8]=2)[CH:13]=[CH:14]1)[CH2:26][CH2:27][CH2:28][CH2:29][CH2:30][CH2:31][CH3:32] |f:1.2|. Reported procedure: A solution of 6.5 g of (E)-5-[2-(1,2,3,4-tetrahydro-9-octyl-9H-dibenzo [b,d]pyrrol-6-yl)ethenyl]-2-furancarboxylic acid methyl ester from Example 33 in 72 ml of methanol was treated with a solution of 4.9 g of 87% potassium hydroxide in 18 ml of water. The mixture was refluxed for 45 minutes, cooled, diluted with water, acidified with 2N HCl and then extracted with ethyl acetate. The organic phase was washed with water, dried over anhydrous magnesium sulfate and concentrated in vacuo to give 6.0... The reactants are C(Cl)Cl (methylene chloride), C(C(C)C)[C@@H]1NC(O[C@H]1CCOS(=O)(=O)C)=O (4(S)-isobutyl-5(S)-(2-mesyloxyethyl)-2-oxazolidinone), C(CC1=CC=CC=C1)S (phenethyl mercaptan), [H-].[Na+] (NaH). Run in C1CCOC1 (THF), [Cl-].[Na+].O (brine). Run at time 3 hour. Yields the product C(C(C)C)[C@@H]1NC(O[C@H]1CCSCCC1=CC=CC=C1)=O (4(S)-Isobutyl-5(S)-[2-(phenethylmercapto)ethyl]-2-oxazolidinone). The yield is 98.6%. Reaction SMILES: [CH2:1]([C@H:5]1[C@H:9]([CH2:10][CH2:11]OS(C)(=O)=O)[O:8][C:7](=[O:17])[NH:6]1)[CH:2]([CH3:4])[CH3:3].[CH2:18]([SH:26])[CH2:19][C:20]1[CH:25]=[CH:24][CH:23]=[CH:22][CH:21]=1.[H-].[Na+].C(Cl)Cl>C1COCC1.[Cl-].[Na+].O>[CH2:1]([C@H:5]1[C@H:9]([CH2:10][CH2:11][S:26][CH2:18][CH2:19][C:20]2[CH:25]=[CH:24][CH:23]=[CH:22][CH:21]=2)[O:8][C:7](=[O:17])[NH:6]1)[CH:2]([CH3:3])[CH3:4] |f:2.3,6.7.8|. Procedure: To a 0° C. solution of 4(S)-isobutyl-5(S)-(2-mesyloxyethyl)-2-oxazolidinone (500 mg, 1.88 mmol) and phenethyl mercaptan (273 mg, 1.98 mmol) in THF (6 mL) was added NaH (95 mg, 1.98 mmol of a 50% dispersion) all at once. The reaction was stirred for 3 hours at room temperature and then distributed between methylene chloride and brine solution. The organic layer was washed with brine solution, dried over MgSO4 and evaporated. The residue was chromatographed on silica gel eluting with 65/35 hexane=... Reagents/catalysts: CN(C)C1=CC=NC=C1 (4-(N,N-dimethylamino)pyridine). Procedure details: To a solution of 7-[4-(2-butoxyethoxy)phenyl]-1-(2,2,2-trifluoroacetyl)-2,3-dihydro-1-benzazepine-4-carboxylic acid (500 mg), (4-amino-3-ethoxyphenyl)(2-pyridyl)methanol (320 mg) and 1-hydroxybenzotriazole monohydrate (210 mg) in DMF (15 ml) was added catalytic amount of 4-(N,N-dimethylamino)pyridine, and 1-ethyl-3-(3-dimethylaminopropyl)carbodiimide hydrochloride (263 mg) was added to the mixture and the mixture was stirred overnight under nitrogen atmosphere. Water was added to the mixture and... Isolated yield 68.4%. Reactants: C(CCC)OCCOC1=CC=C(C=C1)C=1C=CC2=C(C=C(CCN2C(C(F)(F)F)=O)C(=O)O)C1 (7-[4-(2-butoxyethoxy)phenyl]-1-(2,2,2-trifluoroacetyl)-2,3-dihydro-1-benzazepine-4-carboxylic acid), NC1=C(C=C(C=C1)C(O)C1=NC=CC=C1)OCC ((4-amino-3-ethoxyphenyl)(2-pyridyl)methanol), O.ON1N=NC2=C1C=CC=C2 (1-hydroxybenzotriazole monohydrate), Cl.C(C)N=C=NCCCN(C)C (1-ethyl-3-(3-dimethylaminopropyl)carbodiimide hydrochloride). Reaction SMILES: [CH2:1]([O:5][CH2:6][CH2:7][O:8][C:9]1[CH:14]=[CH:13][C:12]([C:15]2[CH:16]=[CH:17][C:18]3[N:24]([C:25](=[O:30])[C:26]([F:29])([F:28])[F:27])[CH2:23][CH2:22][C:21]([C:31](O)=[O:32])=[CH:20][C:19]=3[CH:34]=2)=[CH:11][CH:10]=1)[CH2:2][CH2:3][CH3:4].[NH2:35][C:36]1[CH:41]=[CH:40][C:39]([CH:42]([C:44]2[CH:49]=[CH:48][CH:47]=[CH:46][N:45]=2)[OH:43])=[CH:38][C:37]=1[O:50][CH2:51][CH3:52].O.ON1C2C=CC=CC=2N=N1.Cl.C(N=C=NCCCN(C)C)C>CN(C=O)C.CN(C1C=CN=CC=1)C.O>[CH2:1]([O:5][CH2:6][CH2:7][O:8][C:9]1[CH:10]=[CH:11][C:12]([C:15]2[CH:16]=[CH:17][C:18]3[N:24]([C:25](=[O:30])[C:26]([F:28])([F:27])[F:29])[CH2:23][CH2:22][C:21]([C:31]([NH:35][C:36]4[CH:41]=[CH:40][C:39]([CH:42]([OH:43])[C:44]5[CH:49]=[CH:48][CH:47]=[CH:46][N:45]=5)=[CH:38][C:37]=4[O:50][CH2:51][CH3:52])=[O:32])=[CH:20][C:19]=3[CH:34]=2)=[CH:13][CH:14]=1)[CH2:2][CH2:3][CH3:4] |f:2.3,4.5|. Run at time 8 hour. The solvent is CN(C)C=O (DMF), O (Water). Product: C(CCC)OCCOC1=CC=C(C=C1)C=1C=CC2=C(C=C(CCN2C(C(F)(F)F)=O)C(=O)NC2=C(C=C(C=C2)C(C2=NC=CC=C2)O)OCC)C1 (7-[4-(2-butoxyethoxy)phenyl]-N-[2-ethoxy-4-[hydroxy(2-pyridyl)methyl]phenyl]-1-(2,2,2-trifluoroacetyl)-2,3-dihydro-1-benzazepine-4-carboxamide). Reactants: CN(C1=CC=C(C=C1)CC(=O)O)C ([4-(dimethylamino)phenyl]acetic acid), CN[C@@H]1CCC=2N(C3=CC=CC=C3C2CC(=O)OCCC)C1 (propyl [(7R)-7-(methylamino)-6,7,8,9-tetrahydropyrido[1,2-a]indol-10-yl]acetate). Product: CN(C1=CC=C(C=C1)CC(=O)N([C@@H]1CCC=2N(C3=CC=CC=C3C2CC(=O)O)C1)C)C (((7R)-7-{[2-(4-Dimethylamino-phenyl)-acetyl]-methyl-amino}-6,7,8,9-tetrahydro-pyrido[1,2-a]indol-10-yl)-acetic acid). RXN SMILES: [CH3:1][N:2]([CH3:13])[C:3]1[CH:8]=[CH:7][C:6]([CH2:9][C:10]([OH:12])=O)=[CH:5][CH:4]=1.[CH3:14][NH:15][C@H:16]1[CH2:35][N:20]2[C:21]3[C:26]([C:27]([CH2:28][C:29]([O:31]CCC)=[O:30])=[C:19]2[CH2:18][CH2:17]1)=[CH:25][CH:24]=[CH:23][CH:22]=3>>[CH3:13][N:2]([CH3:1])[C:3]1[CH:4]=[CH:5][C:6]([CH2:9][C:10]([N:15]([CH3:14])[C@H:16]2[CH2:35][N:20]3[C:21]4[C:26]([C:27]([CH2:28][C:29]([OH:31])=[O:30])=[C:19]3[CH2:18][CH2:17]2)=[CH:25][CH:24]=[CH:23][CH:22]=4)=[O:12])=[CH:7][CH:8]=1. Procedure: The title compound was prepared using analogous procedures described in Example 1 (Method A) from [4-(dimethylamino)phenyl]acetic acid and propyl [(7R)-7-(methylamino)-6,7,8,9-tetrahydropyrido[1,2-a]indol-10-yl]acetate. MS (+ESI) m/z: 420. Reactants: C(#N)[S-].[K+] (KSCN), C(CCCCC)SCCCCl (n-C6H13SCH2CH2CH2Cl). Product: C(CCCCC)SCCCN=C=S ((n-Hexylthio) Propyl Isothiocyanate). As a reaction SMILES: [C:1]([S-:3])#[N:2].[K+].[CH2:5]([S:11][CH2:12][CH2:13][CH2:14]Cl)[CH2:6][CH2:7][CH2:8][CH2:9][CH3:10]>>[CH2:5]([S:11][CH2:12][CH2:13][CH2:14][N:2]=[C:1]=[S:3])[CH2:6][CH2:7][CH2:8][CH2:9][CH3:10] |f:0.1|. Procedure: n-C6H13SCH2CH2CH2Cl is added to a solution of KSCN in refluxing N,N-dimethylformamide at about 155° C. in an amount sufficient to provide a n-C6H13SCH2CH2Cl:KSCN molar ratio of about 1:1. Upon completion of the addition of n-C6H13SCH2CH2CH2Cl, the reaction mixture is refluxed an additional 0.5 hours. The amount of n-C6H13SCH2CH2CH2NCS formed was measured by gas chromatography/mass spectrometry. Reactants: CC(C)(C)OC(=O)N1CCC(C(=O)c2nc3ccccc3n2Cc2ccc(CO[Si](C)(C)C(C)(C)C)o2)CC1, CO, ClCCl, [F-], [NH4+], O. Yields the product CC(C)(C)OC(=O)N1CCC(C(=O)c2nc3ccccc3n2Cc2ccc(CO)o2)CC1. Reaction SMILES: [C:1]([CH3:2])([CH3:3])([CH3:4])[O:5][C:6](=[O:7])[N:8]1[CH2:9][CH2:10][CH:11]([C:14](=[O:15])[c:16]2[n:17][c:18]3[c:19]([n:20]2[CH2:21][c:22]2[o:23][c:24]([CH2:27][O:28][Si:29]([C:30]([CH3:31])([CH3:32])[CH3:33])([CH3:34])[CH3:35])[cH:25][cH:26]2)[cH:36][cH:37][cH:38][cH:39]3)[CH2:12][CH2:13]1.[CH3:40][OH:41].[Cl:45][CH2:46][Cl:47].[F-:42].[NH4+:43].[OH2:44]>>[C:1]([CH3:2])([CH3:3])([CH3:4])[O:5][C:6](=[O:7])[N:8]1[CH2:9][CH2:10][CH:11]([C:14](=[O:15])[c:16]2[n:17][c:18]3[c:19]([n:20]2[CH2:21][c:22]2[o:23][c:24]([CH2:27][OH:28])[cH:25][cH:26]2)[cH:36][cH:37][cH:38][cH:39]3)[CH2:12][CH2:13]1. Reaction SMILES: [CH3:1][O:2][c:3]1[cH:4][n:5][c:6]2[c:7]([NH:13][CH2:14][c:15]3[n:16][n:17][c:18]4[n:19]3[n:20][c:21](-[c:24]3[cH:25][c:26]([C:29](=[O:30])[O:31][CH2:32][CH3:33])[n:27][o:28]3)[cH:22][cH:23]4)[cH:8][cH:9][n:10][c:11]2[cH:12]1.[CH3:36][OH:37].[Na+:35].[OH-:34].[OH2:38]>>[CH3:1][O:2][c:3]1[cH:4][n:5][c:6]2[c:7]([NH:13][CH2:14][c:15]3[n:16][n:17][c:18]4[n:19]3[n:20][c:21](-[c:24]3[cH:25][c:26]([C:29](=[O:30])[OH:31])[n:27][o:28]3)[cH:22][cH:23]4)[cH:8][cH:9][n:10][c:11]2[cH:12]1. The product is COc1cnc2c(NCc3nnc4ccc(-c5cc(C(=O)O)no5)nn34)ccnc2c1. Starting materials: CCOC(=O)c1cc(-c2ccc3nnc(CNc4ccnc5cc(OC)cnc45)n3n2)on1, CO, [Na+], [OH-], O. Starting materials: N1=C(C=CC=C1C)C (2,6-lutidine), Br[Si](C)(C)C (bromotrimethylsilane), C(C)(=O)NC1=NC(=C2N=CN(C2=N1)C1OC(CC1OC(C1=CC=CC=C1)=O)C=CP(=O)(OCC)OCC)OC(N(C1=CC=CC=C1)C1=CC=CC=C1)=O (Benzoic acid 2-(2-acetylamino-6-diphenylcarbamoyloxy-purin-9-yl)-5-[2-(diethoxy-phosphoryl)-vinyl]-tetrahydro-furan-3-yl ester). The solvent is CC#N (MeCN). Conditions: time 2 hour. Product: C(C)(=O)NC=1NC(C=2N=CN(C2N1)C1OC(CC1OC(C1=CC=CC=C1)=O)C=CP(=O)(O)O)=O (Benzoic acid 2-(2-acetylamino-6-oxo-1,6-dihydro-purin-9-yl)-5-(2-phosphono-vinyl)-tetrahydro-furan-3-yl ester). The yield is 37.8%. RXN SMILES: [C:1]([NH:4][C:5]1[N:13]=[C:12]2[C:8]([N:9]=[CH:10][N:11]2[CH:14]2[CH:18]([O:19][C:20](=[O:27])[C:21]3[CH:26]=[CH:25][CH:24]=[CH:23][CH:22]=3)[CH2:17][CH:16]([CH:28]=[CH:29][P:30]([O:35]CC)([O:32]CC)=[O:31])[O:15]2)=[C:7]([O:38]C(=O)N(C2C=CC=CC=2)C2C=CC=CC=2)[N:6]=1)(=[O:3])[CH3:2].N1C(C)=CC=CC=1C.Br[Si](C)(C)C>CC#N>[C:1]([NH:4][C:5]1[NH:6][C:7](=[O:38])[C:8]2[N:9]=[CH:10][N:11]([CH:14]3[CH:18]([O:19][C:20](=[O:27])[C:21]4[CH:26]=[CH:25][CH:24]=[CH:23][CH:22]=4)[CH2:17][CH:16]([CH:28]=[CH:29][P:30]([OH:35])([OH:32])=[O:31])[O:15]3)[C:12]=2[N:13]=1)(=[O:3])[CH3:2]. Procedure details: A suspension of compound 9.9 (128 mg, 0.173 mmol) in MeCN (5 mL) was treated with 2,6-lutidine (0.08 mL, 0.7 mmol) and bromotrimethylsilane (0.3 mL, 2.27 mmol) and stirred at room temperature for 2 h. The mixture was evaporated and co-evaporated with MeCN. The residue was dissolved in MeOH—H2O (1:1, 10 mL) and treated with NaOH (1 N, 3 mL). The mixture was stirred at room temperature for 16 h then at 45° C. for 1 h, and concentrated under reduced pressure. The residue was subjected to reverse ph... The reactants are [Al+3], O=C1COC(CN2c3ccccc3CCc3ccccc32)CN1Cc1ccccc1, [H-], [H-], [H-], [H-], [Li+], C1CCOC1, O. The product is c1ccc(CN2CCOC(CN3c4ccccc4CCc4ccccc43)C2)cc1. As a reaction SMILES: [Al+3:2].[CH2:7]([c:8]1[cH:9][cH:10][cH:11][cH:12][cH:13]1)[N:14]1[CH2:15][CH:16]([CH2:21][N:22]2[c:23]3[c:24]([cH:33][cH:34][cH:35][cH:36]3)[CH2:25][CH2:26][c:27]3[c:28]2[cH:29][cH:30][cH:31][cH:32]3)[O:17][CH2:18][C:19]1=[O:20].[H-:1].[H-:4].[H-:5].[H-:6].[Li+:3].[O:38]1[CH2:39][CH2:40][CH2:41][CH2:42]1.[OH2:37]>>[CH2:7]([c:8]1[cH:9][cH:10][cH:11][cH:12][cH:13]1)[N:14]1[CH2:15][CH:16]([CH2:21][N:22]2[c:23]3[c:24]([cH:33][cH:34][cH:35][cH:36]3)[CH2:25][CH2:26][c:27]3[c:28]2[cH:29][cH:30][cH:31][cH:32]3)[O:17][CH2:18][CH2:19]1. Reactants: COC(=O)c1c[nH]c(=O)c2ccn(C)c12, O=P(Cl)(Cl)Cl. The product is COC(=O)c1cnc(Cl)c2ccn(C)c12. RXN SMILES: [CH3:1][n:2]1[cH:3][cH:4][c:5]2[c:6](=[O:15])[nH:7][cH:8][c:9]([C:11](=[O:12])[O:13][CH3:14])[c:10]12.[P:16]([Cl:17])([Cl:18])([Cl:19])=[O:20]>>[CH3:1][n:2]1[cH:3][cH:4][c:5]2[c:6]([Cl:18])[n:7][cH:8][c:9]([C:11](=[O:12])[O:13][CH3:14])[c:10]12.